Dataset: the Open Reaction Database (ORD), a public repository of structured organic reaction records. Task: describe an organic reaction: reactants, conditions, products, and yield Reactants: Intermediate I, FC=1C=C(C=CC1C(F)(F)F)CN ((3-fluoro-4-(trifluoromethyl)phenyl)methanamine), BrC=1C=CC=2N(C1)C=C(N2)C(=O)OCC (ethyl 6-bromoimidazo[1,2-a]pyridine-2-carboxylate). Yields the product BrC=1C=CC=2N(C1)C=C(N2)C(=O)NCC2=CC(=C(C=C2)C(F)(F)F)F (6-Bromo-N-(3-fluoro-4-(trifluoromethyl)benzyl)imidazo[1,2-a]pyridine-2-carboxamide). Reaction SMILES: [F:1][C:2]1[CH:3]=[C:4]([CH2:12][NH2:13])[CH:5]=[CH:6][C:7]=1[C:8]([F:11])([F:10])[F:9].[Br:14][C:15]1[CH:16]=[CH:17][C:18]2[N:19]([CH:21]=[C:22]([C:24](OCC)=[O:25])[N:23]=2)[CH:20]=1>>[Br:14][C:15]1[CH:16]=[CH:17][C:18]2[N:19]([CH:21]=[C:22]([C:24]([NH:13][CH2:12][C:4]3[CH:5]=[CH:6][C:7]([C:8]([F:10])([F:11])[F:9])=[C:2]([F:1])[CH:3]=3)=[O:25])[N:23]=2)[CH:20]=1. Procedure details: The title compound was prepared by essentially following the same procedures described for Intermediate I, using (3-fluoro-4-(trifluoromethyl)phenyl)methanamine and ethyl 6-bromoimidazo[1,2-a]pyridine-2-carboxylate as starting materials.